Dataset: the Open Reaction Database (ORD), a public repository of structured organic reaction records. Task: describe an organic reaction: reactants, conditions, products, and yield Starting materials: CC(C)=CCCl, CC(C)(C)CCCCCCCCCCCCCCCCC[NH3+], [Cl-], [Na+], CC(=O)C=C(C)C, [OH-], O. The product is CC(=O)C(CC=C(C)C)=C(C)C. RXN SMILES: [CH2:10]([CH:11]=[C:12]([CH3:13])[CH3:14])[Cl:15].[CH3:17][C:18]([CH3:19])([CH3:20])[CH2:21][CH2:22][CH2:23][CH2:24][CH2:25][CH2:26][CH2:27][CH2:28][CH2:29][CH2:30][CH2:31][CH2:32][CH2:33][CH2:34][CH2:35][CH2:36][CH2:37][NH3+:38].[Cl-:16].[Na+:2].[O:3]=[C:4]([CH3:5])[CH:6]=[C:7]([CH3:8])[CH3:9].[OH-:1].[OH2:39]>>[O:3]=[C:4]([CH3:5])[C:6](=[C:7]([CH3:8])[CH3:9])[CH2:10][CH:11]=[C:12]([CH3:13])[CH3:14]. Reactants: C(C)(=O)N1C[C@H]([C@H](C1)OCC)NC1=NC(=C(N=C1CC)C1=C(C=C(C=C1)Cl)Cl)CC (N-[(cis)-1-acetyl-4-ethoxypyrrolidin-3-yl]-5-(2,4-dichlorophenyl)-3,6-diethylpyrazin-2-amine), CN(C(=O)Cl)C (dimethylcarbamyl chloride). Product: ClC1=C(C=CC(=C1)Cl)C=1N=C(C(=NC1CC)N[C@@H]1CN(C[C@@H]1OCC)C(=O)N(C)C)CC ((cis)-3-{[5-(2,4-dichlorophenyl)-3,6-diethylpyrazin-2-yl]amino}-4-ethoxy-N,N-dimethylpyrrolidine-1-carboxamide). RXN SMILES: [C:1]([N:4]1[CH2:8][C@H:7]([O:9][CH2:10][CH3:11])[C@H:6]([NH:12][C:13]2[C:18]([CH2:19][CH3:20])=[N:17][C:16]([C:21]3[CH:26]=[CH:25][C:24]([Cl:27])=[CH:23][C:22]=3[Cl:28])=[C:15]([CH2:29][CH3:30])[N:14]=2)[CH2:5]1)(=[O:3])C.[CH3:31][N:32](C)[C:33](Cl)=O>>[Cl:28][C:22]1[CH:23]=[C:24]([Cl:27])[CH:25]=[CH:26][C:21]=1[C:16]1[N:17]=[C:18]([CH2:19][CH3:20])[C:13]([NH:12][C@H:6]2[C@@H:7]([O:9][CH2:10][CH3:11])[CH2:8][N:4]([C:1]([N:32]([CH3:33])[CH3:31])=[O:3])[CH2:5]2)=[N:14][C:15]=1[CH2:29][CH3:30]. Reported procedure: Following the procedure for the preparation of N-[(cis)-1-acetyl-4-ethoxypyrrolidin-3-yl]-5-(2,4-dichlorophenyl)-3,6-diethylpyrazin-2-amine but substituting dimethylcarbamyl chloride and making non-critical variations provided the title compound as an oil: The reactants are CS(=O)(=O)c1nc(Nc2ccccc2)cc(-n2nc(Nc3ccccc3)nc2N)n1, [Na+], CN(C)C=O, [OH-]. Yields the product Nc1nc(Nc2ccccc2)nn1-c1cc(Nc2ccccc2)[nH]c(=O)n1. RXN SMILES: [CH3:1][S:2](=[O:3])(=[O:4])[c:5]1[n:6][c:7]([NH:24][c:25]2[cH:26][cH:27][cH:28][cH:29][cH:30]2)[cH:8][c:9](-[n:11]2[n:12][c:13]([NH:17][c:18]3[cH:19][cH:20][cH:21][cH:22][cH:23]3)[n:14][c:15]2[NH2:16])[n:10]1.[Na+:32].[O:33]=[CH:34][N:35]([CH3:36])[CH3:37].[OH-:31]>>[c:5]1(=[O:31])[nH:6][c:7]([NH:24][c:25]2[cH:26][cH:27][cH:28][cH:29][cH:30]2)[cH:8][c:9](-[n:11]2[n:12][c:13]([NH:17][c:18]3[cH:19][cH:20][cH:21][cH:22][cH:23]3)[n:14][c:15]2[NH2:16])[n:10]1. Starting materials: CC(C)O, CC(=O)CCl, [Na+], [Na+], [OH-], O, O=C([O-])O, Oc1ccccc1O. Product: CC(=O)COc1ccccc1O. RXN SMILES: [CH:22]([OH:23])([CH3:24])[CH3:25].[Cl:14][CH2:15][C:16]([CH3:17])=[O:18].[Na+:20].[Na+:9].[OH-:19].[OH2:21].[OH:10][C:11](=[O:12])[O-:13].[OH:1][c:2]1[cH:3][cH:4][cH:5][cH:6][c:7]1[OH:8]>>[O:1]([c:2]1[cH:3][cH:4][cH:5][cH:6][c:7]1[OH:8])[CH2:15][C:16]([CH3:17])=[O:18]. The reactants are CCOP(=O)(OCC)C(C)c1ccc([N+](=O)[O-])cc1, CO. Product: CCOP(=O)(OCC)C(C)c1ccc(N)cc1. Reaction SMILES: [CH2:1]([CH3:2])[O:3][P:4]([O:5][CH2:6][CH3:7])(=[O:8])[CH:9]([CH3:10])[c:11]1[cH:12][cH:13][c:14]([N+:17]([O-:18])=[O:19])[cH:15][cH:16]1.[CH3:20][OH:21]>>[CH2:1]([CH3:2])[O:3][P:4]([O:5][CH2:6][CH3:7])(=[O:8])[CH:9]([CH3:10])[c:11]1[cH:12][cH:13][c:14]([NH2:17])[cH:15][cH:16]1. Reactants: FC1=NC=CC=C1[Li] (2-fluoro-3-lithiopyridine), C1CCOC1 (THF), C1CCOC1 (THF), C=1C=C[NH+]=CC1.[O-][Cr](=O)(=O)Cl (PCC), O (water), alcohol. The solvent is CCOCC (ether), C(Cl)Cl (CH2Cl2). Run at temperature -70 celsius, time 16 hour. Yields the product C1(CCCCCC1)C(=O)C=1C(=NC=CC1)F (cycloheptyl(2-fluoro-3-pyridinyl)methanone), oil. Yield: 24.0%. Reaction SMILES: [F:1][C:2]1[C:7]([Li])=[CH:6][CH:5]=[CH:4][N:3]=1.O.[CH:10]1[CH:11]=C[NH+]=[CH:14][CH:15]=1.[O-][Cr](Cl)(=O)=O.[CH2:21]1[CH2:25][O:24][CH2:23][CH2:22]1>CCOCC.C(Cl)Cl>[CH:21]1([C:25]([C:7]2[C:2]([F:1])=[N:3][CH:4]=[CH:5][CH:6]=2)=[O:24])[CH2:22][CH2:23][CH2:14][CH2:15][CH2:10][CH2:11]1 |f:2.3|. Reported procedure: A solution of cycloheptylcarboxaldehyde (1.89 g, 15 mmol) in dry THF (10 mL) was added dropwise at −70° C. to a solution of 2-fluoro-3-lithiopyridine (prepared from 2-fluoropyridine (1.3 ml, 15 mmol) and LDA (16.5 mmol); Guengoer T., Marsais F., Queguiner G., J. Organomet. Chem. (1981), 215 (2), 139-150) in THF (30 ml). After 2 h30 at −70° C., the reaction was stirred at room temperature during 16 hours. Hydrolysis was performed by addition of water, the mixture was then diluted with ether. Afte... Reactants: ClC1=C(C=CC2=CC=CC=C12)NC(C)=O (1-chloro 2-acetylaminonaphthalene), C(=O)([O-])[O-].[Na+].[Na+] (Na2CO3). Solvent: Cl (HCl). Reaction conditions: temperature 85 celsius, time 8 hour. Yields the product ClC1=C(C=CC2=CC=CC=C12)N (1-chloro 2-aminonaphthalene). RXN SMILES: [Cl:1][C:2]1[C:11]2[C:6](=[CH:7][CH:8]=[CH:9][CH:10]=2)[CH:5]=[CH:4][C:3]=1[NH:12]C(=O)C.C([O-])([O-])=O.[Na+].[Na+]>Cl>[Cl:1][C:2]1[C:11]2[C:6](=[CH:7][CH:8]=[CH:9][CH:10]=2)[CH:5]=[CH:4][C:3]=1[NH2:12] |f:1.2.3|. Procedure details: A solution of 2-naphthylamine (1.43 g, 10 mmol) and triethylamine (1.11 g, 11 mmol) in 10 mL of CH2Cl2 is cooled to 0° C. under an atmosphere of nitrogen. To this solution is added dropwise a solution of acetyl chloride (0.86 g, 11 mmol) in 10 mL of CH2Cl2. The mixture is allowed to warm to room temperature and stirred overnight. The mixture is concentrated in vacuo and then 1 N HCl is added to the residue to bring the mixture to pH 4. The mixture is extracted 3 times with 20 mL of EtOAc and the... The reactants are C1CCOC1, ClC(Cl)(Cl)Cl, O=C(CCl)c1ccc(Cl)cc1Cl, Cl, OCCNCCO. The product is OC(CCl)c1ccc(Cl)cc1Cl. RXN SMILES: [CH2:26]1[O:27][CH2:28][CH2:29][CH2:30]1.[Cl:1][C:2]([Cl:3])([Cl:4])[Cl:5].[Cl:6][CH2:7][C:8](=[O:9])[c:10]1[c:11]([Cl:17])[cH:12][c:13]([Cl:16])[cH:14][cH:15]1.[ClH:18].[OH:19][CH2:20][CH2:21][NH:22][CH2:23][CH2:24][OH:25]>>[Cl:6][CH2:7][CH:8]([OH:9])[c:10]1[c:11]([Cl:17])[cH:12][c:13]([Cl:16])[cH:14][cH:15]1. Reactants: Cc1cc2c(s1)Nc1ccccc1N=C2N, CS(C)=O, CCOC(C)=O, Cc1ccccc1, CCN(C(C)C)C(C)C, Cl, Fc1ccc(CCC2CNCCN2)c(F)c1, O. Product: Cc1cc2c(s1)Nc1ccccc1N=C2N1CCNC(CCc2ccc(F)cc2F)C1. Reaction SMILES: [CH3:2][c:3]1[cH:4][c:5]2[c:11]([s:12]1)[NH:10][c:9]1[c:8]([cH:16][cH:15][cH:14][cH:13]1)[N:7]=[C:6]2[NH2:17].[CH3:43][S:44]([CH3:45])=[O:46].[CH3:47][CH2:48][O:49][C:50](=[O:51])[CH3:52].[CH3:54][c:55]1[cH:56][cH:57][cH:58][cH:59][cH:60]1.[CH:34]([N:35]([CH2:36][CH3:37])[CH:38]([CH3:39])[CH3:40])([CH3:41])[CH3:42].[ClH:1].[F:18][c:19]1[c:20]([CH2:26][CH2:27][CH:28]2[NH:29][CH2:30][CH2:31][NH:32][CH2:33]2)[cH:21][cH:22][c:23]([F:25])[cH:24]1.[OH2:53]>>[CH3:2][c:3]1[cH:4][c:5]2[c:11]([s:12]1)[NH:10][c:9]1[c:8]([cH:16][cH:15][cH:14][cH:13]1)[N:7]=[C:6]2[N:17]1[CH2:31][CH2:30][NH:29][CH:28]([CH2:27][CH2:26][c:20]2[c:19]([F:18])[cH:24][c:23]([F:25])[cH:22][cH:21]2)[CH2:33]1. Reactants: ClC1=C(C=C(C=C1)Cl)OC (2,5-dichloroanisole), N (ammonia), N (ammonia), [Na] (sodium), [Na] (sodium). Product: ClC1=C(C=C(N)C=C1)OC (4-chloro-3-methoxyaniline). Conditions: temperature -78 celsius, time 30 minute. Reagents/catalysts: O.O.O.O.O.O.O.O.O.[N+](=O)([O-])[O-].[Fe+3].[N+](=O)([O-])[O-].[N+](=O)([O-])[O-] (iron (III) nitrate nonahydrate). Reaction SMILES: [NH3:1].[Na].[Cl:3][C:4]1[CH:9]=[CH:8][C:7](Cl)=[CH:6][C:5]=1[O:11][CH3:12]>CCCCCC.O.O.O.O.O.O.O.O.O.[N+]([O-])([O-])=O.[Fe+3].[N+]([O-])([O-])=O.[N+]([O-])([O-])=O>[Cl:3][C:4]1[CH:9]=[CH:8][C:7]([NH2:1])=[CH:6][C:5]=1[O:11][CH3:12] |f:4.5.6.7.8.9.10.11.12.13.14.15.16,^1:1|. Isolated yield 99.0%. Procedure details: 900 mL of ammonia was condensed at −78° C. 1 g of thinly shaven strips of sodium was added followed by 1.0 g of iron (III) nitrate nonahydrate. Upon disappearance of the deep blue color 25 g of thinly shaven strips of sodium was added. After 30 mins of stirring at −78° C., 50 g of 2,5-dichloroanisole was added as a solution in hexane (70 mL) dropwise and the reaction warmed to −45° C. for 2 hrs. Upon completion the ammonia was allowed to evaporate. The crude pot was then diluted in chloroform an... Run in CCCCCC (hexane).